Dataset: the Open Reaction Database (ORD), a public repository of structured organic reaction records. Task: describe an organic reaction: reactants, conditions, products, and yield The reactants are C(CCCCCCCCCCCCCC)OC=1C=NC(=NC1)C1=CC=C(C=C1)CCCCC (5-pentadecyloxy-2-(4-pentylphenyl)pyrimidine), C(CCCCCCCCCCCCCC)OC=1C=NC(=NC1)C1=CC=C(C=C1)CCCCCCCCCC.C(CCCCCCCCCCCCCC)OC=1C=NC(=NC1)C1=CC=C(C=C1)CCCCCCCCC (5-pentadecyloxy-2-(4-nonylphenyl)pyrimidine 5-pentadecyloxy-2-(4-decylphenyl)pyrimidine). Yields the product C(CCCCCCCCCCCCCC)OC=1C=NC(=NC1)C1=CC=C(C=C1)CCCC (5-pentadecyloxy-2-(4-butylphenyl)pyrimidine). Reaction SMILES: [CH2:1]([O:16][C:17]1[CH:18]=[N:19][C:20]([C:23]2[CH:28]=[CH:27][C:26]([CH2:29][CH2:30][CH2:31][CH2:32]C)=[CH:25][CH:24]=2)=[N:21][CH:22]=1)[CH2:2][CH2:3][CH2:4][CH2:5][CH2:6][CH2:7][CH2:8][CH2:9][CH2:10][CH2:11][CH2:12][CH2:13][CH2:14][CH3:15].C(OC1C=NC(C2C=CC(CCCCCCCCCC)=CC=2)=NC=1)CCCCCCCCCCCCCC.C(OC1C=NC(C2C=CC(CCCCCCCCC)=CC=2)=NC=1)CCCCCCCCCCCCCC>>[CH2:1]([O:16][C:17]1[CH:22]=[N:21][C:20]([C:23]2[CH:28]=[CH:27][C:26]([CH2:29][CH2:30][CH2:31][CH3:32])=[CH:25][CH:24]=2)=[N:19][CH:18]=1)[CH2:2][CH2:3][CH2:4][CH2:5][CH2:6][CH2:7][CH2:8][CH2:9][CH2:10][CH2:11][CH2:12][CH2:13][CH2:14][CH3:15] |f:1.2|. Procedure details: 5-pentadecyloxy-2-(4-pentylphenyl)pyrimidine ##STR15## 5-pentadecyloxy-2-(4-heptylphenyl)pyrimidine ##STR16## 5-pentadecyloxy-2-(4-nonylphenyl)pyrimidine 5-pentadecyloxy-2-(4-decylphenyl)pyrimidine